This data is from the Open Reaction Database (ORD), a public repository of structured organic reaction records. The task is: describe an organic reaction: reactants, conditions, products, and yield Reactants: C(C1=CC=CC=C1)CN (N-benzylmethylamine), O1CCC(CC1)=O (tetrahydro-4H-pyran-4-one). Product: C(C1=CC=CC=C1)CNC1CCOCC1 (Benzylmethyl(tetrahydropyran-4-yl)amine). RXN SMILES: [CH2:1]([CH2:8][NH2:9])[C:2]1[CH:7]=[CH:6][CH:5]=[CH:4][CH:3]=1.[O:10]1[CH2:15][CH2:14][C:13](=O)[CH2:12][CH2:11]1>>[CH2:1]([CH2:8][NH:9][CH:13]1[CH2:14][CH2:15][O:10][CH2:11][CH2:12]1)[C:2]1[CH:7]=[CH:6][CH:5]=[CH:4][CH:3]=1. Reported procedure: The title compound was prepared according to Preparation 85 from N-benzylmethylamine and tetrahydro-4H-pyran-4-one. Purification of the crude material by chromatography using dichloromethane/methanol (98:2) as the eluent gave the title compound as a yellow oil. δH (CD3OD): 7.50–7.40 (5H, m), 4.08 (2H, m), 4.06-(2H, s), 3.49–3.40 (2H, ddd), 3.23–3.14 (1H, m), 2.51 (3H, s), 2.03–1.97 (2H, m), 1.89–1.76 (2H, m). The reactants are ClC=1C=C(C[C@H](C(=O)O)CC[C@@H](C(=O)O)CC2CCCCC2)C=CC1 ((2R,5R)-2-(3-chlorobenzyl)-5-(cyclohexylmethyl)hexanedioic acid), [H][H] (hydrogen). Reagents/catalysts: [Pd] (Pd/C). Run in CO (MeOH), CCOC(=O)C (EtOAc). Yields the product C(C1=CC=CC=C1)[C@H](C(=O)O)CC[C@@H](C(=O)O)CC1CCCCC1 ((2R,5R)-2-benzyl-5-(cyclohexylmethyl)hexanedioic acid). Isolated yield 30.0%. As a reaction SMILES: Cl[C:2]1[CH:3]=[C:4]([CH:23]=[CH:24][CH:25]=1)[CH2:5][C@@H:6]([CH2:10][CH2:11][C@H:12]([CH2:16][CH:17]1[CH2:22][CH2:21][CH2:20][CH2:19][CH2:18]1)[C:13]([OH:15])=[O:14])[C:7]([OH:9])=[O:8].[H][H]>CO.CCOC(C)=O.[Pd]>[CH2:5]([C@@H:6]([CH2:10][CH2:11][C@H:12]([CH2:16][CH:17]1[CH2:18][CH2:19][CH2:20][CH2:21][CH2:22]1)[C:13]([OH:15])=[O:14])[C:7]([OH:9])=[O:8])[C:4]1[CH:23]=[CH:24][CH:25]=[CH:2][CH:3]=1. Reported procedure: To a solution of (2R,5R)-2-(3-chlorobenzyl)-5-(cyclohexylmethyl)hexanedioic acid (37 mg, 0.10 mmol) in MeOH (2 mL) and EtOAc (2 mL) was bubbled through Argon for 5 min. Then 5% Pd/C (40 mg) was added to the solution. The reaction was stirred at 1 atm of hydrogen (balloon) for 2 hr. The reaction was filtered through CELITE® and washed with MeOH. The combined filtrate and MeOH wash was concentrated. The resulting residue was purified using RP prep-HPLC (Method B). The desired fraction was concentr... The reactants are NC(=O)C1C2C=CC(C2)C1Nc1nc(Cl)ncc1Cl, COc1c(N)ccc2c1CCC(=O)CC2. Product: COc1c(Nc2ncc(Cl)c(NC3C4C=CC(C4)C3C(N)=O)n2)ccc2c1CCC(=O)CC2. As a reaction SMILES: [Cl:16][c:17]1[n:18][cH:19][c:20]([Cl:34])[c:21]([NH:23][CH:24]2[CH:25]([C:31](=[O:32])[NH2:33])[CH:26]3[CH:27]=[CH:28][CH:29]2[CH2:30]3)[n:22]1.[NH2:1][c:2]1[cH:3][cH:4][c:5]2[c:6]([c:13]1[O:14][CH3:15])[CH2:7][CH2:8][C:9](=[O:12])[CH2:10][CH2:11]2>>[NH:1]([c:2]1[cH:3][cH:4][c:5]2[c:6]([c:13]1[O:14][CH3:15])[CH2:7][CH2:8][C:9](=[O:12])[CH2:10][CH2:11]2)[c:17]1[n:18][cH:19][c:20]([Cl:34])[c:21]([NH:23][CH:24]2[CH:25]([C:31](=[O:32])[NH2:33])[CH:26]3[CH:27]=[CH:28][CH:29]2[CH2:30]3)[n:22]1. Reactants: 4E, C(C)OC(CCC1=CC=C(C2=CC=CC=C12)O)=O (3-(4-hydroxy-naphthalen-1-yl)-propionic acid ethyl ester), CC1=NC(=CC=C1CCO)C1=CC=C(C=C1)C(F)(F)F (2-[2-methyl-6-(4-trifluoromethyl-phenyl)-pyridin-3-yl]-ethanol). The product is C(C)OC(CCC1=CC=C(C2=CC=CC=C12)OCCC=1C(=NC(=CC1)C1=CC=C(C=C1)C(F)(F)F)C)=O (3-(4-{2-[2-methyl-6-(4-trifluoromethyl-phenyl)-pyridin-3-yl]-ethoxy}-naphthalen-1-yl)-propionic acid ethyl ester). RXN SMILES: [CH2:1]([O:3][C:4](=[O:18])[CH2:5][CH2:6][C:7]1[C:16]2[C:11](=[CH:12][CH:13]=[CH:14][CH:15]=2)[C:10]([OH:17])=[CH:9][CH:8]=1)[CH3:2].[CH3:19][C:20]1[C:25]([CH2:26][CH2:27]O)=[CH:24][CH:23]=[C:22]([C:29]2[CH:34]=[CH:33][C:32]([C:35]([F:38])([F:37])[F:36])=[CH:31][CH:30]=2)[N:21]=1>>[CH2:1]([O:3][C:4](=[O:18])[CH2:5][CH2:6][C:7]1[C:16]2[C:11](=[CH:12][CH:13]=[CH:14][CH:15]=2)[C:10]([O:17][CH2:27][CH2:26][C:25]2[C:20]([CH3:19])=[N:21][C:22]([C:29]3[CH:34]=[CH:33][C:32]([C:35]([F:38])([F:36])[F:37])=[CH:31][CH:30]=3)=[CH:23][CH:24]=2)=[CH:9][CH:8]=1)[CH3:2]. Reported procedure: In analogy to the procedures described in example 4D] and 4E], 3-(4-hydroxy-naphthalen-1-yl)-propionic acid ethyl ester [Helvetica Chimica Acta (2001), 84(8), 2198-2211] was reacted with 2-[2-methyl-6-(4-trifluoromethyl-phenyl)-pyridin-3-yl]-ethanol (example 4K]) to give 3-(4-{2-[2-methyl-6-(4-trifluoromethyl-phenyl)-pyridin-3-yl]-ethoxy}-naphthalen-1-yl)-propionic acid ethyl ester, which was subsequently saponified to yield the title compound as colorless solid.